Dataset: the Open Reaction Database (ORD), a public repository of structured organic reaction records. Task: describe an organic reaction: reactants, conditions, products, and yield Yields the product Brc1ccc(COC2CCOCC2)cc1. Reactants: BrCc1ccc(Br)cc1, CN(C)C=O, [H-], [Na+], O, OC1CCOCC1. RXN SMILES: [Br:10][c:11]1[cH:12][cH:13][c:14]([CH2:15][Br:16])[cH:17][cH:18]1.[CH3:20][N:21]([CH3:22])[CH:23]=[O:24].[H-:8].[Na+:9].[OH2:19].[OH:1][CH:2]1[CH2:3][CH2:4][O:5][CH2:6][CH2:7]1>>[O:1]([CH:2]1[CH2:3][CH2:4][O:5][CH2:6][CH2:7]1)[CH2:15][c:14]1[cH:13][cH:12][c:11]([Br:10])[cH:18][cH:17]1. Reactants: Intermediate 1, C1(=CC=CC=C1)C1=NSC(=N1)N1CCNCC1 (1-(3-phenyl-1,2,4-thiadiazol-5-yl)-piperazine), O1C(C1)COS(=O)(=O)C1=CC(=CC=C1)[N+](=O)[O-] (3-nitro-benzenesulfonic acid oxiranylmethyl ester). Product: O1C(C1)CN1CCN(CC1)C1=NC(=NS1)C1=CC=CC=C1 ((±)-1-Oxiranylmethyl-4-(3-phenyl-1,2,4-thiadiazol-5-yl)-piperazine). Yield: 60.0%. Reaction SMILES: [C:1]1([C:7]2[N:11]=[C:10]([N:12]3[CH2:17][CH2:16][NH:15][CH2:14][CH2:13]3)[S:9][N:8]=2)[CH:6]=[CH:5][CH:4]=[CH:3][CH:2]=1.[O:18]1[CH2:20][CH:19]1[CH2:21]OS(C1C=CC=C([N+]([O-])=O)C=1)(=O)=O>>[O:18]1[CH2:20][CH:19]1[CH2:21][N:15]1[CH2:16][CH2:17][N:12]([C:10]2[S:9][N:8]=[C:7]([C:1]3[CH:2]=[CH:3][CH:4]=[CH:5][CH:6]=3)[N:11]=2)[CH2:13][CH2:14]1. Procedure: The same method as employed in the preparation of Intermediate 1 but starting from 1-(3-phenyl-1,2,4-thiadiazol-5-yl)-piperazine and 3-nitro-benzenesulfonic acid oxiranylmethyl ester gives after Biotage chromatography the title compound as a white powder in a 60% yield. Reactants: ClC1=NC=C(N=C1C)C (2-chloro-3,5-dimethylpyrazine), C1=C(C=CC2=CC=CC=C12)C1=CC=C(C=C1)B(O)O (4-(2-naphthyl)phenylboronic acid), C([O-])([O-])=O.[Na+].[Na+] (sodium carbonate). The reagents and catalysts are C1=CC=C(C=C1)P(C2=CC=CC=C2)C3=CC=CC=C3.C1=CC=C(C=C1)P(C2=CC=CC=C2)C3=CC=CC=C3.Cl[Pd]Cl (bis(triphenylphosphine)palladium(II)dichloride). Run in O (Water), O (water), C(C)#N (acetonitrile). Product: CC=1C(=NC=C(N1)C)C1=CC=C(C=C1)C1=CC2=CC=CC=C2C=C1 (3,5-Dimethyl-2-(4-naphthalen-2-yl-phenyl)pyrazine). Yield: 85.0%. Reaction SMILES: Cl[C:2]1[C:7]([CH3:8])=[N:6][C:5]([CH3:9])=[CH:4][N:3]=1.[CH:10]1[C:19]2[C:14](=[CH:15][CH:16]=[CH:17][CH:18]=2)[CH:13]=[CH:12][C:11]=1[C:20]1[CH:25]=[CH:24][C:23](B(O)O)=[CH:22][CH:21]=1.C(=O)([O-])[O-].[Na+].[Na+]>C1C=CC(P(C2C=CC=CC=2)C2C=CC=CC=2)=CC=1.C1C=CC(P(C2C=CC=CC=2)C2C=CC=CC=2)=CC=1.Cl[Pd]Cl.O.C(#N)C>[CH3:8][C:7]1[C:2]([C:23]2[CH:22]=[CH:21][C:20]([C:11]3[CH:12]=[CH:13][C:14]4[C:19](=[CH:18][CH:17]=[CH:16][CH:15]=4)[CH:10]=3)=[CH:25][CH:24]=2)=[N:3][CH:4]=[C:5]([CH3:9])[N:6]=1 |f:2.3.4,5.6.7|. Procedure details: First, into a recovery flask equipped with a reflux pipe were placed 0.55 g of 2-chloro-3,5-dimethylpyrazine, 0.96 g of 4-(2-naphthyl)phenylboronic acid, 0.41 g of sodium carbonate, 0.018 g of bis(triphenylphosphine)palladium(II)dichloride (abbreviation: Pd(PPh3)2Cl2), 10 mL of water, and 10 mL of acetonitrile, and the air in the flask was replaced with argon. This reaction container was irradiated with microwaves (2.45 GHz, 100 W) for 50 minutes, so that heating was performed. Then, the reactio... Product: BrC1=C(C=C(C=O)C=C1)OC(F)(F)F (4-bromo-3-(trifluoromethoxy)benzaldehyde). Reaction SMILES: [O:1]1CCO[CH:2]1[C:6]1[CH:12]=[CH:11][C:9](N)=[C:8]([O:13][C:14]([F:17])([F:16])[F:15])[CH:7]=1.[Br-:18]>>[Br:18][C:9]1[CH:11]=[CH:12][C:6]([CH:2]=[O:1])=[CH:7][C:8]=1[O:13][C:14]([F:17])([F:16])[F:15]. The reactants are O1C(OCC1)C1=CC(=C(N)C=C1)OC(F)(F)F (4-(1,3-dioxolan-2-yl)-2-(trifluoromethoxy)aniline), [Br-] (bromide), O1C(OCC1)C1=CC(=C(N)C=C1)OC(F)(F)F (4-(1,3-dioxolan-2-yl)-2-(trifluoromethoxy)aniline). Procedure details: In Scheme 31 are shown 2 methods that may be used for the synthesis of 4-bromo-3-(trifluoromethoxy)benzaldehyde or 4-chloro-3-(trifluoromethoxy)benzaldehyde. Method 1: Commercially available 4-amino-3-(trifluoromethoxy)benzoic acid can be converted into the ester followed by a Sandmeyer reaction, described in Scheme 30, to provide the bromide or chloride. Reduction of the ester provides 4-bromo-3-(trifluoromethoxy)benzyl alcohol. The alcohol can be oxidized to the aldehyde to give the desired su... Reactants: ClCCOCCCl (1-chloro-2-(2-chloroethoxy) ethane), FC(C=1C=C(C=CC1)CC#N)(F)F (2-(3-(trifluoromethyl)phenyl)acetonitrile), [H-].[Na+] (sodium hydride). Solvent: CN(C)C=O (DMF), CN(C)C=O (DMF), CN(C)C=O (DMF). Reaction conditions: temperature 0 celsius, time 30 minute. The product is FC(C=1C=C(C=CC1)C1(CCOCC1)C#N)(F)F (4-(3-(trifluoromethyl)phenyl)tetrahydro-2H-pyran-4-carbonitrile). The yield is 113.1%. RXN SMILES: [F:1][C:2]([F:13])([F:12])[C:3]1[CH:4]=[C:5]([CH2:9][C:10]#[N:11])[CH:6]=[CH:7][CH:8]=1.[H-].[Na+].Cl[CH2:17][CH2:18][O:19][CH2:20][CH2:21]Cl>CN(C=O)C>[F:1][C:2]([F:12])([F:13])[C:3]1[CH:4]=[C:5]([C:9]2([C:10]#[N:11])[CH2:21][CH2:20][O:19][CH2:18][CH2:17]2)[CH:6]=[CH:7][CH:8]=1 |f:1.2|. Reported procedure: A solution of 2-(3-(trifluoromethyl)phenyl)acetonitrile (2 g, 10 8 mmol) in DMF (10 mL) was added dropwise to a suspension of sodium hydride (1.05 g, 26.3 mmol, 60% in oil dispersion) in DMF (10 mL) and cooled to 0° C. in an ice water bath. After addition, the mixture was warmed to room temperature and stirred for 30 min. The suspension was cooled to 0° C. and a solution of 1-chloro-2-(2-chloroethoxy) ethane (2 g, 13.98 mmol) in DMF (20 mL) was added dropwise over a period of 30 min. The dark su... The reactants are C1(CCCCC1)P(C1=C(C=CC=C1)C1=C(C=CC=C1OC(C)C)OC(C)C)C1CCCCC1 (dicyclohexyl(2′,6′-diisopropoxybiphenyl-2-yl)phosphine), C[C@H]1CN(CCN1)C(=O)OC(C)(C)C (tert-butyl (3S)-3-methyl-1-piperazinecarboxylate), BrC1=CC=C(C=C1)C(C(F)(F)F)(C)O (2-(4-bromophenyl)-1,1,1-trifluoro-2-propanol), CC(C)([O-])C.[Na+] (sodium tert-butoxide). Reagents/catalysts: C=1C=CC(=CC1)/C=C/C(=O)/C=C/C2=CC=CC=C2.C=1C=CC(=CC1)/C=C/C(=O)/C=C/C2=CC=CC=C2.C=1C=CC(=CC1)/C=C/C(=O)/C=C/C2=CC=CC=C2.[Pd].[Pd] (tris(dibenzylideneacetone)dipalladium). Solvent: O (water), C1(=CC=CC=C1)C (toluene). Run at temperature 100 celsius. Yields the product C[C@H]1CN(CCN1C1=CC=C(C=C1)C(C(F)(F)F)(C)O)C(=O)OC(C)(C)C (tert-butyl (3S)-3-methyl-4-(4-(2,2,2-trifluoro-1-hydroxy-1-methylethyl)phenyl)-1-piperazinecarboxylate). Yield: 67.3%. Reaction SMILES: [CH3:1][C@@H:2]1[NH:7][CH2:6][CH2:5][N:4]([C:8]([O:10][C:11]([CH3:14])([CH3:13])[CH3:12])=[O:9])[CH2:3]1.Br[C:16]1[CH:21]=[CH:20][C:19]([C:22]([OH:28])([CH3:27])[C:23]([F:26])([F:25])[F:24])=[CH:18][CH:17]=1.CC(C)([O-])C.[Na+].C1(P(C2CCCCC2)C2C=CC=CC=2C2C(OC(C)C)=CC=CC=2OC(C)C)CCCCC1>O.C1C=CC(/C=C/C(/C=C/C2C=CC=CC=2)=O)=CC=1.C1C=CC(/C=C/C(/C=C/C2C=CC=CC=2)=O)=CC=1.C1C=CC(/C=C/C(/C=C/C2C=CC=CC=2)=O)=CC=1.[Pd].[Pd].C1(C)C=CC=CC=1>[CH3:1][C@@H:2]1[N:7]([C:16]2[CH:21]=[CH:20][C:19]([C:22]([OH:28])([CH3:27])[C:23]([F:25])([F:26])[F:24])=[CH:18][CH:17]=2)[CH2:6][CH2:5][N:4]([C:8]([O:10][C:11]([CH3:13])([CH3:12])[CH3:14])=[O:9])[CH2:3]1 |f:2.3,6.7.8.9.10|. Procedure details: A 100 mL round-bottomed flask was charged with tert-butyl (3S)-3-methyl-1-piperazinecarboxylate (10.0 g, 49.9 mmol), 2-(4-bromophenyl)-1,1,1-trifluoro-2-propanol (13.43 g, 49.9 mmol, Example 27, step 1), sodium tert-butoxide (10.56 g, 110 mmol) and 100 mL of toluene. To this was added dicyclohexyl(2′,6′-diisopropoxybiphenyl-2-yl)phosphine (RuPhos) (1.864 g, 3.99 mmol, Strem Chemical Inc, Newburyport, Mass.), tris(dibenzylideneacetone)dipalladium (0) (1.83 g, 2.00 mmol, Strem Chemical Inc, Newbur...